This data is from the Open Reaction Database (ORD), a public repository of structured organic reaction records. The task is: describe an organic reaction: reactants, conditions, products, and yield Starting materials: C1(=CC=CC=C1)S(=O)(=O)N1C(=CC=2C1=NC=C(C2)F)C(=CC2CCOCC2)OS(=O)(=O)C2=CC=C(C=C2)C (toluene-4-sulfonic acid 1-(1-benzenesulfonyl-5-fluoro-1H-pyrrolo[2,3-b]pyridin-2-yl)-2-(tetrahydro-pyran-4-yl)-vinyl ester), CS(=O)(=O)C1=CC=C(C=C1)B(O)O (4-methylsulfonyl phenylboronic acid), C([O-])([O-])=O.[Na+].[Na+] (sodium carbonate). Reagents/catalysts: Cl[Pd]([P](C1=CC=CC=C1)(C2=CC=CC=C2)C3=CC=CC=C3)([P](C4=CC=CC=C4)(C5=CC=CC=C5)C6=CC=CC=C6)Cl (dichlorobis(triphenylphosphine)palladium). Solvent: C(C)(=O)OCC (ethyl acetate), O1CCOCC1 (dioxane). Yields the product C1(=CC=CC=C1)S(=O)(=O)N1C(=CC=2C1=NC=C(C2)F)C(=CC2CCOCC2)C2=CC=C(C=C2)S(=O)(=O)C (1-benzenesulfonyl-5-fluoro-2-[1-(4-methanesulfonyl-phenyl)-2-(tetrahydro-pyran-4-yl)-vinyl]-1H-pyrrolo[2,3-b]pyridine). Yield: 83.2%. As a reaction SMILES: [C:1]1([S:7]([N:10]2[C:14]3=[N:15][CH:16]=[C:17]([F:19])[CH:18]=[C:13]3[CH:12]=[C:11]2[C:20](OS(C2C=CC(C)=CC=2)(=O)=O)=[CH:21][CH:22]2[CH2:27][CH2:26][O:25][CH2:24][CH2:23]2)(=[O:9])=[O:8])[CH:6]=[CH:5][CH:4]=[CH:3][CH:2]=1.[CH3:39][S:40]([C:43]1[CH:48]=[CH:47][C:46](B(O)O)=[CH:45][CH:44]=1)(=[O:42])=[O:41].C(=O)([O-])[O-].[Na+].[Na+]>O1CCOCC1.C(OCC)(=O)C.Cl[Pd](Cl)([P](C1C=CC=CC=1)(C1C=CC=CC=1)C1C=CC=CC=1)[P](C1C=CC=CC=1)(C1C=CC=CC=1)C1C=CC=CC=1>[C:1]1([S:7]([N:10]2[C:14]3=[N:15][CH:16]=[C:17]([F:19])[CH:18]=[C:13]3[CH:12]=[C:11]2[C:20]([C:46]2[CH:47]=[CH:48][C:43]([S:40]([CH3:39])(=[O:42])=[O:41])=[CH:44][CH:45]=2)=[CH:21][CH:22]2[CH2:27][CH2:26][O:25][CH2:24][CH2:23]2)(=[O:9])=[O:8])[CH:2]=[CH:3][CH:4]=[CH:5][CH:6]=1 |f:2.3.4,^1:72,91|. Procedure: To a mixture of toluene-4-sulfonic acid 1-(1-benzenesulfonyl-5-fluoro-1H-pyrrolo[2,3-b]pyridin-2-yl)-2-(tetrahydro-pyran-4-yl)-vinyl ester (500 mg, 0.9 mmol), 4-methylsulfonyl phenylboronic acid (540 mg, 2.7 mmol) and dichlorobis(triphenylphosphine)palladium (II) (63 mg, 0.09 mmol) in dioxane (4 mL) was added an aqueous sodium carbonate solution (2 M, 1.40 mL, 2.8 mmol). The resulting mixture was subjected to microwave irradiation for 2 h at 100° C. The mixture was diluted with ethyl acetate (10... The reactants are c1(cn(nn1)C)C, c1(ccc2c(c1Cl)C(=O)NCC2)I. Reagents/catalysts: c1ccc(cc1)-c2c3ccccc3cc4ccccc24 (9-Phenylanthracene), CCCC[N+](CCCC)(CCCC)CCCC.CC(=O)[O-]   (TBOAc), c1(ccccc1c1ccccc1N)[Pd+].[O-]S(C)(=O)=O.FC(c1cc(C(F)(F)F)cc(P(c2c(c(ccc2OC)OC)c2c(cc(cc2C(C)C)C(C)C)C(C)C)c2cc(C(F)(F)F)cc(C(F)(F)F)c2)c1)(F)F (JackiePhos Pd G3). Run in CN1CCCC1=O (NMP). Run at temperature 100 celsius, time 18 hour. The product is Cc1nnn(C)c1c2ccc3CCNC(=O)c3c2Cl. Reaction SMILES: [Cl:1][c:2]1[c:12]([c:6]2[cH:5][cH:4][c:3]1I)[C:10](=[O:11])[NH:9][CH2:8][CH2:7]2.[CH3:13][c:14]1[n:19][n:18][n:16]([CH3:17])[cH:15]1>>[CH3:13][c:14]1[c:15]([c:3]2[c:2]([Cl:1])[c:12]([c:6]3[cH:5][cH:4]2)[C:10](=[O:11])[NH:9][CH2:8][CH2:7]3)[n:16]([CH3:17])[n:18][n:19]1. Reactants: BrCC1=NNC(=C1Cl)C=1C(=CC(=C(C(=O)O)C1)C)C (5-(3-(bromomethyl)-4-chloro-1H-pyrazol-5-yl)-2,4-dimethylbenzoic acid), BrCC1=NNC(=C1Cl)C=1C(=CC(=C(C(=O)O)C1)C)C (5-(3-(bromomethyl)-4-chloro-1H-pyrazol-5-yl)-2,4-dimethylbenzoic acid), C(=O)(O)[O-].[Na+] (NaHCO3). Reaction conditions: time 30 minute. Yields the product ClC=1C(=NNC1C=1C(=CC(=C(C(=O)O)C1)C)C)CO (5-(4-Chloro-3-(hydroxymethyl)-1H-pyrazol-5-yl)-2,4-dimethylbenzoic acid). RXN SMILES: Br[CH2:2][C:3]1[C:7]([Cl:8])=[C:6]([C:9]2[C:10]([CH3:19])=[CH:11][C:12]([CH3:18])=[C:13]([CH:17]=2)[C:14]([OH:16])=[O:15])[NH:5][N:4]=1.C([O-])(O)=[O:21].[Na+]>>[Cl:8][C:7]1[C:3]([CH2:2][OH:21])=[N:4][NH:5][C:6]=1[C:9]1[C:10]([CH3:19])=[CH:11][C:12]([CH3:18])=[C:13]([CH:17]=1)[C:14]([OH:16])=[O:15] |f:1.2|. Procedure details: A mixture of 5-(3-(bromomethyl)-4-chloro-1H-pyrazol-5-yl)-2,4-dimethylbenzoic acid (compound 304.1, 200 mg, 0.58 mmol) and NaHCO3 (0.3 M, 10 mL) was stirred for 30 min at room temperature, then concentrated under reduced pressure. This resulted in 200 ma (crude) of the title compound as a white solid. Starting materials: C1CCOC1, COC(=O)Cc1ccc(NC(=O)c2nccc3ccc(F)cc23)c(Cl)c1, Cl, [Na+], [OH-]. Yields the product O=C(O)Cc1ccc(NC(=O)c2nccc3ccc(F)cc23)c(Cl)c1. As a reaction SMILES: [CH2:30]1[O:31][CH2:32][CH2:33][CH2:34]1.[Cl:3][c:4]1[cH:5][c:6]([CH2:24][C:25](=[O:26])[O:27][CH3:28])[cH:7][cH:8][c:9]1[NH:10][C:11](=[O:12])[c:13]1[n:14][cH:15][cH:16][c:17]2[cH:18][cH:19][c:20]([F:23])[cH:21][c:22]12.[ClH:29].[Na+:2].[OH-:1]>>[Cl:3][c:4]1[cH:5][c:6]([CH2:24][C:25](=[O:26])[OH:27])[cH:7][cH:8][c:9]1[NH:10][C:11](=[O:12])[c:13]1[n:14][cH:15][cH:16][c:17]2[cH:18][cH:19][c:20]([F:23])[cH:21][c:22]12. Starting materials: ClC1=NC(=C2N=CN(C2=N1)[C@H]1[C@@H]([C@@H]([C@H](C1)N1N=C(N=N1)CC)O)O)NCC(C1=CC=CC=C1)C1=CC=CC=C1 ((1R,2S,3R,5S)-3-[2-chloro-6-(2,2-diphenyl-ethylamino)-purin-9-yl]-5-(5-ethyl-tetrazol-2-yl)-cyclopentane-1,2-diol), FC(C(=O)O)(F)F.C1(=CC=CC=C1)C(CNC1=C2N=CN(C2=NC(=N1)NCCN1CCCCC1)[C@H]1[C@@H]([C@@H]([C@H](C1)N1N=CC(=C1)CO)O)O)C1=CC=CC=C1 ((1R,2S,3R,5S)-3-[6-(2,2-Diphenyl-ethylamino)-2-(2-piperidin-1-yl-ethylamino)-purin-9-yl]-5-(4-hydroxymethyl-pyrazol-1-yl)-cyclopentane-1,2-diol trifluoroacetate), CN([C@H]1CNCC1)C ((3R)-(+)-3-(dimethylamino)pyrrolidine). Product: CN([C@H]1CN(CC1)C1=NC(=C2N=CN(C2=N1)[C@H]1[C@@H]([C@@H]([C@H](C1)N1N=C(N=N1)CC)O)O)NCC(C1=CC=CC=C1)C1=CC=CC=C1)C ((1R,2S,3R,5S)-3-[2-((R)-3-Dimethylamino-pyrrolidin-1-yl)-6-(2,2-diphenyl-ethylamino)-purin-9-yl]-5-(5-ethyl-tetrazol-2-yl)-cyclopentane-1,2-diol). Reaction SMILES: Cl[C:2]1[N:10]=[C:9]2[C:5]([N:6]=[CH:7][N:8]2[C@@H:11]2[CH2:15][C@H:14]([N:16]3[N:20]=[N:19][C:18]([CH2:21][CH3:22])=[N:17]3)[C@@H:13]([OH:23])[C@H:12]2[OH:24])=[C:4]([NH:25][CH2:26][CH:27]([C:34]2[CH:39]=[CH:38][CH:37]=[CH:36][CH:35]=2)[C:28]2[CH:33]=[CH:32][CH:31]=[CH:30][CH:29]=2)[N:3]=1.FC(F)(F)C(O)=O.C1(C(C2C=CC=CC=2)CNC2N=C(NCCN3CCCCC3)N=[C:61]3C=2N=[CH:59][N:60]3[C@@H:74]2[CH2:78][C@H:77]([N:79]3[CH:83]=C(CO)C=N3)[C@@H](O)[C@H]2O)C=CC=CC=1.CN(C)[C@@H]1CCNC1>>[CH3:61][N:60]([CH3:59])[C@@H:74]1[CH2:78][CH2:77][N:79]([C:2]2[N:10]=[C:9]3[C:5]([N:6]=[CH:7][N:8]3[C@@H:11]3[CH2:15][C@H:14]([N:16]4[N:20]=[N:19][C:18]([CH2:21][CH3:22])=[N:17]4)[C@@H:13]([OH:23])[C@H:12]3[OH:24])=[C:4]([NH:25][CH2:26][CH:27]([C:28]3[CH:33]=[CH:32][CH:31]=[CH:30][CH:29]=3)[C:34]3[CH:35]=[CH:36][CH:37]=[CH:38][CH:39]=3)[N:3]=2)[CH2:83]1 |f:1.2|. Reported procedure: This compound is prepared from (1R,2S,3R,5S)-3-[2-chloro-6-(2,2-diphenyl-ethylamino)-purin-9-yl]-5-(5-ethyl-tetrazol-2-yl)-cyclopentane-1,2-diol (BA6) using a procedure analogous to that of (1R,2S,3R,5S)-3-[6-(2,2-diphenyl-ethylamino)-2-(2-piperidin-1-yl-ethylamino)-purin-9-yl]-5-(4-hydroxymethyl-pyrazol-1-yl)-cyclopentane-1,2-diol trifluoroacetate (Example 46) replacing 1-(2-amino-ethyl)piperidine with (3R)-(+)-3-(dimethylamino)pyrrolidine. After purification, the compound is partitioned betwee... Reactants: O=C1N(C=CC2=C1NC=C2C(C2=C(C=C(C=C2F)F)F)=O)CC2=NC1=C(N2)C=CC(=C1)C(=O)O (2-{[7-oxo-3-(2,4,6-trifluorobenzoyl)-1,7-dihydro-6H-pyrrolo[2,3-c]pyridin-6-yl]methyl}-1H-benzimidazole-5-carboxylic Acid), CN.C(C)O (methylamine ethanol). The product is CNC(=O)C1=CC2=C(NC(=N2)CN2C(C3=C(C=C2)C(=CN3)C(C3=C(C=C(C=C3F)F)F)=O)=O)C=C1 (N-methyl-2-{[7-oxo-3-(2,4,6-trifluorobenzoyl)-1,7-dihydro-6H-pyrrolo[2,3-c]pyridin-6-yl]methyl}-1H-benzimidazole-5-carboxamide). RXN SMILES: [O:1]=[C:2]1[C:7]2[NH:8][CH:9]=[C:10]([C:11](=[O:21])[C:12]3[C:17]([F:18])=[CH:16][C:15]([F:19])=[CH:14][C:13]=3[F:20])[C:6]=2[CH:5]=[CH:4][N:3]1[CH2:22][C:23]1[NH:27][C:26]2[CH:28]=[CH:29][C:30]([C:32](O)=[O:33])=[CH:31][C:25]=2[N:24]=1.[CH3:35][NH2:36].C(O)C>>[CH3:35][NH:36][C:32]([C:30]1[CH:29]=[CH:28][C:26]2[NH:27][C:23]([CH2:22][N:3]3[CH:4]=[CH:5][C:6]4[C:10]([C:11](=[O:21])[C:12]5[C:17]([F:18])=[CH:16][C:15]([F:19])=[CH:14][C:13]=5[F:20])=[CH:9][NH:8][C:7]=4[C:2]3=[O:1])=[N:24][C:25]=2[CH:31]=1)=[O:33] |f:1.2|. Procedure details: Following the procedure for example 24, the product obtained in Example 26 was treated with methylamine/ethanol instead of ethylamine to give the titled compound. LC/MS: m/z 480(M+H). 1H-NMR (500 MHz, d6-DMSO). δ 2.78 (d, 3H), 5.55 (s, 2H), 7.04 (d, 1H), 7.35 (t, 2H), 7.58-7.62 (m, 2H), 7.75 (dd, 1H), 7.92 (d, 1H), 8.04 (s, 1H), 8.44 (d, 1H), 13.1 (d, 1H).